From a dataset of the Open Reaction Database (ORD), a public repository of structured organic reaction records. describe an organic reaction: reactants, conditions, products, and yield The reactants are CC(=O)c1c(O)c2ccccc2[nH]c1=O, C1CCNCC1, O=Cc1ccc(OC(F)(F)F)c(Cl)c1, O, c1ccncc1. The product is O=C(C=Cc1ccc(OC(F)(F)F)c(Cl)c1)c1c(O)c2ccccc2[nH]c1=O. Reaction SMILES: [C:1]([CH3:2])(=[O:3])[c:4]1[c:5](=[O:15])[nH:6][c:7]2[cH:8][cH:9][cH:10][cH:11][c:12]2[c:13]1[OH:14].[CH2:36]1[CH2:37][CH2:38][NH:39][CH2:40][CH2:41]1.[Cl:16][c:17]1[cH:18][c:19]([CH:20]=[O:21])[cH:22][cH:23][c:24]1[O:25][C:26]([F:27])([F:28])[F:29].[OH2:42].[cH:30]1[cH:31][cH:32][n:33][cH:34][cH:35]1>>[C:1]([CH:2]=[CH:20][c:19]1[cH:18][c:17]([Cl:16])[c:24]([O:25][C:26]([F:27])([F:28])[F:29])[cH:23][cH:22]1)(=[O:3])[c:4]1[c:5](=[O:15])[nH:6][c:7]2[cH:8][cH:9][cH:10][cH:11][c:12]2[c:13]1[OH:14].